Dataset: the Open Reaction Database (ORD), a public repository of structured organic reaction records. Task: describe an organic reaction: reactants, conditions, products, and yield Reactants: N#CN (cyanamide), [OH-].[Na+] (sodium hydroxide), C(C)(=O)OC(C(=O)C1=CC=CC2=CC=CC=C12)C (2-acetoxy-1-(naphth-1-yl)-1-propanone), Cl (hydrochloric acid), OC(C(=O)C1=CC=CC2=CC=CC=C12)C (2-hydroxy-1-naphthalen-1-yl-propan-1-one), 1-hydroxy-1-naphthalen-1-yl-propan-1-one, material. Solvent: O (water), IMS, [Cl-].[Na+].O (Brine), [Cl-].[Na+].O (brine), O1CCCC1 (tetrahydrofuran), O1CCCC1 (tetrahydrofuran). Reaction conditions: temperature 40 celsius, time 16 hour. The product is NC=1OC(=C(N1)C)C1=CC=CC2=CC=CC=C12 (2-amino-4-methyl-5-(naphth-1-yl)oxazole). The yield is 22.2%. RXN SMILES: C(O[CH:5]([CH3:18])[C:6]([C:8]1[C:17]2[C:12](=[CH:13][CH:14]=[CH:15][CH:16]=2)[CH:11]=[CH:10][CH:9]=1)=[O:7])(=O)C.Cl.OC(C)C(C1C2C(=CC=CC=2)C=CC=1)=O.[N:35]#[C:36][NH2:37].[OH-].[Na+]>[Cl-].[Na+].O.O1CCCC1.O>[NH2:37][C:36]1[O:7][C:6]([C:8]2[C:17]3[C:12](=[CH:13][CH:14]=[CH:15][CH:16]=3)[CH:11]=[CH:10][CH:9]=2)=[C:5]([CH3:18])[N:35]=1 |f:4.5,6.7.8|. Procedure details: A mixture of 2-acetoxy-1-(naphth-1-yl)-1-propanone (2.6 g), IMS (30 ml) and hydrochloric acid (1M; 22 ml) was boiled under reflux for 4 hours. The mixture was cooled, added to brine and extracted twice with dichloromethane. The combined organic extracts were dried with sodium sulphate, filtered and evaporated in vacuo to afford a mixture of crude 2-hydroxy-1-naphthalen-1-yl-propan-1-one and 1-hydroxy-1-naphthalen-1-yl-propan-1-one (B) as an oil (2.2 g). A portion of this material (0.5 g) was dis... Starting materials: ice, CC1=C(C(=CC=C1)C)SC=1OC(=NN1)C (2-(2,6-dimethylphenyl)thio-5-methyl-1,3,4-oxadiazole), C1=CC(=CC(=C1)Cl)C(=O)OO (m-CPBA). Solvent: C(Cl)Cl (CH2Cl2), C(Cl)Cl (CH2Cl2). Conditions: time 2 hour. The product is CC1=C(C(=CC=C1)C)S(=O)C=1OC(=NN1)C (2-(2,6-dimethylphenyl)sulfinyl-5-methyl-1,3,4-oxadiazole). Isolated yield 33.1%. Reaction SMILES: [CH3:1][C:2]1[CH:7]=[CH:6][CH:5]=[C:4]([CH3:8])[C:3]=1[S:9][C:10]1[O:11][C:12]([CH3:15])=[N:13][N:14]=1.C1C=C(Cl)C=C(C(OO)=[O:24])C=1>C(Cl)Cl>[CH3:1][C:2]1[CH:7]=[CH:6][CH:5]=[C:4]([CH3:8])[C:3]=1[S:9]([C:10]1[O:11][C:12]([CH3:15])=[N:13][N:14]=1)=[O:24]. Procedure details: To an ice-cooled solution of 2-(2,6-dimethylphenyl)thio-5-methyl-1,3,4-oxadiazole (0.350 g, 0.0016 mol) in CH2Cl2 (10 ml) was added dropwise m-CPBA (0.530 g, 0.002 mol, 65% pure) in CH2Cl2 (5 ml). The ice bath was removed and the reaction mixture was stirred at rt for 2 h and treated with sat. aq. Na2S2O3 (2.5 ml) solution and sat. aq. Na2CO3 (10 ml). The organic layer was separated and then the aqueous layer was extracted with CH2Cl2 (2×25 ml), dried (MgSO4) and the solvent evaporated in vacuo.... Reactants: C(C)OC(COC1=CC(=CC=C1)NC(C1=C(C=CC(=C1)Br)F)=O)=O ([3-(5-Bromo-2-fluoro-benzoylamino)-phenoxy]-acetic acid ethyl ester), FC=1C=C(C=CC1)B(O)O (3-fluoro-phenylboronic acid), ester. The product is C(C)OC(COC1=CC(=CC=C1)NC(=O)C=1C=C(C=CC1F)C1=CC(=CC=C1)F)=O ({3-[(4,3′-Difluoro-biphenyl-3-carbonyl)-amino]-phenoxy}-acetic acid ethyl ester). RXN SMILES: [CH2:1]([O:3][C:4](=[O:24])[CH2:5][O:6][C:7]1[CH:12]=[CH:11][CH:10]=[C:9]([NH:13][C:14](=[O:23])[C:15]2[CH:20]=[C:19](Br)[CH:18]=[CH:17][C:16]=2[F:22])[CH:8]=1)[CH3:2].[F:25][C:26]1[CH:27]=[C:28](B(O)O)[CH:29]=[CH:30][CH:31]=1>>[CH2:1]([O:3][C:4](=[O:24])[CH2:5][O:6][C:7]1[CH:12]=[CH:11][CH:10]=[C:9]([NH:13][C:14]([C:15]2[CH:20]=[C:19]([C:30]3[CH:29]=[CH:28][CH:27]=[C:26]([F:25])[CH:31]=3)[CH:18]=[CH:17][C:16]=2[F:22])=[O:23])[CH:8]=1)[CH3:2]. Reported procedure: The phenyl bromide (139) (100 mg, 0.25 mmol) was coupled to 3-fluoro-phenylboronic acid (34 mg, 0.24 mmol) using Method E. During this reaction, partial hydrolysis occurred. The residue was extracted using Work-up E1 to give a mixture of acid and ester, which was used without further purification. Reactants: O=C1C(=O)c2ccc(Br)cc2C2=C1SCC1(CCNCC1)O2, c1ccc(CC2CO2)cc1. Product: O=C1C(=O)c2ccc(Br)cc2C2=C1SCC1(CCN(CC(O)Cc3ccccc3)CC1)O2. Reaction SMILES: [Br:1][c:2]1[cH:3][cH:4][c:5]2[c:19]([cH:20]1)[C:9]1=[C:8]([C:7](=[O:21])[C:6]2=[O:22])[S:13][CH2:12][C:11]2([O:10]1)[CH2:14][CH2:15][NH:16][CH2:17][CH2:18]2.[CH2:23]([c:24]1[cH:25][cH:26][cH:27][cH:28][cH:29]1)[CH:30]1[O:31][CH2:32]1>>[Br:1][c:2]1[cH:3][cH:4][c:5]2[c:19]([cH:20]1)[C:9]1=[C:8]([C:7](=[O:21])[C:6]2=[O:22])[S:13][CH2:12][C:11]2([O:10]1)[CH2:14][CH2:15][N:16]([CH2:32][CH:30]([CH2:23][c:24]1[cH:25][cH:26][cH:27][cH:28][cH:29]1)[OH:31])[CH2:17][CH2:18]2. Starting materials: CCOC(=O)c1nnc(CNC(=O)OC(C)(C)C)o1, CCN, CO, C1CCOC1. Product: CCNC(=O)c1nnc(CNC(=O)OC(C)(C)C)o1. Reaction SMILES: [CH2:1]([O:2][C:4](=[O:5])[c:6]1[o:7][c:8]([CH2:11][NH:12][C:13](=[O:14])[O:15][C:16]([CH3:17])([CH3:18])[CH3:19])[n:9][n:10]1)[CH3:3].[CH3:20][CH2:21][NH2:22].[CH3:23][OH:24].[O:25]1[CH2:26][CH2:27][CH2:28][CH2:29]1>>[C:4](=[O:5])([c:6]1[o:7][c:8]([CH2:11][NH:12][C:13](=[O:14])[O:15][C:16]([CH3:17])([CH3:18])[CH3:19])[n:9][n:10]1)[NH:22][CH2:21][CH3:20]. The reactants are C(=C)P(C1=CC(=C(C=C1)[N+](=O)[O-])OC)(C=C)=O (diethenyl(3-methoxy-4-nitrophenyl)phosphane oxide), C(C1=CC=CC=C1)N (benzylamine), C(C1=CC=CC=C1)N (benzylamine). Solvent: C1CCOC1 (THF). Run at temperature 105 celsius, time 1 hour. Yields the product C(C1=CC=CC=C1)N1CCP(CC1)(C1=CC(=C(C=C1)[N+](=O)[O-])OC)=O (1-benzyl-4(3-methoxy-4-nitrophenyl)-1,4-azaphosphinane 4-oxide). Isolated yield 65.6%. Reaction SMILES: [CH:1]([P:3](=[O:17])([CH:15]=[CH2:16])[C:4]1[CH:9]=[CH:8][C:7]([N+:10]([O-:12])=[O:11])=[C:6]([O:13][CH3:14])[CH:5]=1)=[CH2:2].[CH2:18]([NH2:25])[C:19]1[CH:24]=[CH:23][CH:22]=[CH:21][CH:20]=1>C1COCC1>[CH2:18]([N:25]1[CH2:16][CH2:15][P:3](=[O:17])([C:4]2[CH:9]=[CH:8][C:7]([N+:10]([O-:12])=[O:11])=[C:6]([O:13][CH3:14])[CH:5]=2)[CH2:1][CH2:2]1)[C:19]1[CH:24]=[CH:23][CH:22]=[CH:21][CH:20]=1. Reported procedure: diethenyl(3-methoxy-4-nitrophenyl)phosphane oxide (0.480 g, 1.90 mmol) and benzylamine (0.23 mL, 2.08 mmol) were dissolved in 50% aqueous THF (6 mL) and heated to 105° C. under nitrogen. After one hour, another portion of benzylamine was added to the reaction mixture. The reaction mixture was refluxed for an additional 2 h, and then cooled to rt. The reaction mixture was partitioned between saturated aqueous NaHCO3 and CH2Cl2. The aqueous phase was washed once with CH2Cl2 and the organic layers ...